From a dataset of the Open Reaction Database (ORD), a public repository of structured organic reaction records. describe an organic reaction: reactants, conditions, products, and yield The reactants are OCCBr, COC(C(=O)NCc1ccc(C#N)cc1)c1c(O)cccc1F, O=C([O-])[O-], [Cs+], [Cs+], CN(C)C=O. RXN SMILES: [Br:24][CH2:25][CH2:26][OH:27].[C:1](#[N:2])[c:3]1[cH:4][cH:5][c:6]([CH2:7][NH:8][C:9]([CH:10]([O:11][CH3:12])[c:13]2[c:14]([F:20])[cH:15][cH:16][cH:17][c:18]2[OH:19])=[O:21])[cH:22][cH:23]1.[C:28](=[O:29])([O-:30])[O-:31].[Cs+:32].[Cs+:33].[O:34]=[CH:35][N:36]([CH3:37])[CH3:38]>>[C:1](#[N:2])[c:3]1[cH:4][cH:5][c:6]([CH2:7][NH:8][C:9]([CH:10]([O:11][CH3:12])[c:13]2[c:14]([F:20])[cH:15][cH:16][cH:17][c:18]2[O:19][CH2:25][CH2:26][OH:27])=[O:21])[cH:22][cH:23]1. Yields the product COC(C(=O)NCc1ccc(C#N)cc1)c1c(F)cccc1OCCO. Starting materials: CO, COC(=O)C1(Oc2ccc(Cl)cc2C2CC(=O)NC(c3cc(F)ccc3C)C23C(=O)Nc2cc(Cl)ccc23)CCC1, [Na+], [OH-], O. As a reaction SMILES: [CH3:44][OH:45].[Cl:1][c:2]1[cH:3][cH:4][c:5]2[c:9]([cH:10]1)[NH:8][C:7](=[O:11])[C:6]21[CH:12]([c:34]2[c:35]([CH3:41])[cH:36][cH:37][c:38]([F:40])[cH:39]2)[NH:13][C:14](=[O:33])[CH2:15][CH:16]1[c:17]1[c:18]([O:24][C:25]2([C:29](=[O:30])[O:31][CH3:32])[CH2:26][CH2:27][CH2:28]2)[cH:19][cH:20][c:21]([Cl:23])[cH:22]1.[Na+:43].[OH-:42].[OH2:46]>>[Cl:1][c:2]1[cH:3][cH:4][c:5]2[c:9]([cH:10]1)[NH:8][C:7](=[O:11])[C:6]21[CH:12]([c:34]2[c:35]([CH3:41])[cH:36][cH:37][c:38]([F:40])[cH:39]2)[NH:13][C:14](=[O:33])[CH2:15][CH:16]1[c:17]1[c:18]([O:24][C:25]2([C:29](=[O:30])[OH:31])[CH2:26][CH2:27][CH2:28]2)[cH:19][cH:20][c:21]([Cl:23])[cH:22]1. Yields the product Cc1ccc(F)cc1C1NC(=O)CC(c2cc(Cl)ccc2OC2(C(=O)O)CCC2)C12C(=O)Nc1cc(Cl)ccc12. Reactants: C([O-])([O-])=O.[Na+].[Na+] (sodium carbonate), step-ii, FC1=C(C=CC(=C1)B1OC(C(O1)(C)C)(C)C)N1CCN(CC1)C(=O)OC(C)(C)C (tert-butyl 4-(2-fluoro-4-(4,4,5,5-tetramethyl-1,3,2-dioxaborolan-2-yl)phenyl)piperazine-1-carboxylate), BrC=1C=C2C(=NC1)N(C=C2C=2C=NN(C2)CC2=CC(=CC=C2)F)S(=O)(=O)C2=CC=C(C)C=C2 (5-bromo-3-(1-(3-fluorobenzyl)-1H-pyrazol-4-yl)-1-tosyl-1H-pyrrolo[2,3-b]pyridine), FC1=C(C=CC(=C1)B1OC(C(O1)(C)C)(C)C)N1CCN(CC1)C(=O)OC(C)(C)C (tert-butyl 4-(2-fluoro-4-(4,4,5,5-tetramethyl-1,3,2-dioxaborolan-2-yl)phenyl)piperazine-1-carboxylate). The reagents and catalysts are Cl[Pd]([P](C1=CC=CC=C1)(C2=CC=CC=C2)C3=CC=CC=C3)([P](C4=CC=CC=C4)(C5=CC=CC=C5)C6=CC=CC=C6)Cl (Pd(PPh3)2Cl2). The solvent is COCCOC.O (DME water). Yields the product FC1=C(C=CC(=C1)C=1C=C2C(=NC1)N(C=C2C=2C=NN(C2)CC2=CC(=CC=C2)F)S(=O)(=O)C2=CC=C(C)C=C2)N2CCN(CC2)C(=O)OC(C)(C)C (tert-butyl 4-(2-fluoro-4-(3-(1-(3-fluorobenzyl)-1H-pyrazol-4-yl)-1-tosyl-1H-pyrrolo[2,3-b]pyridin-5-yl)phenyl)piperazine-1-carboxylate). Yield: 68.1%. Reaction SMILES: Br[C:2]1[CH:3]=[C:4]2[C:10]([C:11]3[CH:12]=[N:13][N:14]([CH2:16][C:17]4[CH:22]=[CH:21][CH:20]=[C:19]([F:23])[CH:18]=4)[CH:15]=3)=[CH:9][N:8]([S:24]([C:27]3[CH:33]=[CH:32][C:30]([CH3:31])=[CH:29][CH:28]=3)(=[O:26])=[O:25])[C:5]2=[N:6][CH:7]=1.[F:34][C:35]1[CH:40]=[C:39](B2OC(C)(C)C(C)(C)O2)[CH:38]=[CH:37][C:36]=1[N:50]1[CH2:55][CH2:54][N:53]([C:56]([O:58][C:59]([CH3:62])([CH3:61])[CH3:60])=[O:57])[CH2:52][CH2:51]1.C(=O)([O-])[O-].[Na+].[Na+]>COCCOC.O.Cl[Pd](Cl)([P](C1C=CC=CC=1)(C1C=CC=CC=1)C1C=CC=CC=1)[P](C1C=CC=CC=1)(C1C=CC=CC=1)C1C=CC=CC=1>[F:34][C:35]1[CH:40]=[C:39]([C:2]2[CH:3]=[C:4]3[C:10]([C:11]4[CH:12]=[N:13][N:14]([CH2:16][C:17]5[CH:22]=[CH:21][CH:20]=[C:19]([F:23])[CH:18]=5)[CH:15]=4)=[CH:9][N:8]([S:24]([C:27]4[CH:28]=[CH:29][C:30]([CH3:31])=[CH:32][CH:33]=4)(=[O:25])=[O:26])[C:5]3=[N:6][CH:7]=2)[CH:38]=[CH:37][C:36]=1[N:50]1[CH2:51][CH2:52][N:53]([C:56]([O:58][C:59]([CH3:62])([CH3:61])[CH3:60])=[O:57])[CH2:54][CH2:55]1 |f:2.3.4,5.6,^1:78,97|. Reported procedure: Using similar reaction conditions as described in step-ii of example-1, 5-bromo-3-(1-(3-fluorobenzyl)-1H-pyrazol-4-yl)-1-tosyl-1H-pyrrolo[2,3-b]pyridine (compound of Step-i of example 9) (160 g, 0.304 mmol) was coupled with tert-butyl 4-(2-fluoro-4-(4,4,5,5-tetramethyl-1,3,2-dioxaborolan-2-yl)phenyl)piperazine-1-carboxylate (intermediate 69) (216 mg, 0.530 mmol) using sodium carbonate (97 mg, 0.912 mmol) and Pd(PPh3)2Cl2 (11 mg, 0.015 mmol) in DME/water (5/2 mL). This afforded 150 mg (68.10% yie...